The task is: describe an organic reaction: reactants, conditions, products, and yield. This data is from the Open Reaction Database (ORD), a public repository of structured organic reaction records. Reactants: ClC1=NC=CC=C1OCCOC1OCCCC1 (2-Chloro-3-[2-(tetrahydro-2H-pyran-2-yloxy)ethoxy]pyridine), CN(C(C)C)CCO (2-(N-methyl-N-isopropylamino)ethanol), CC(C)([O-])C.[K+] (potassium tert-butoxide), C(C)(C)(C)O (tert-butanol). The solvent is C1(=CC=CC=C1)C (toluene). Conditions: temperature 50 celsius, time 2 day. Product: C(C)(C)N(CCOC1=NC=CC=C1OCCO)C (2-[(2-{2-[Isopropyl(methyl)amino]ethoxy}pyridin-3-yl)oxy]ethanol). The yield is 76.9%. RXN SMILES: Cl[C:2]1[C:7]([O:8][CH2:9][CH2:10][O:11]C2CCCCO2)=[CH:6][CH:5]=[CH:4][N:3]=1.[CH3:18][N:19]([CH2:23][CH2:24][OH:25])[CH:20]([CH3:22])[CH3:21].CC(C)([O-])C.[K+].C(O)(C)(C)C>C1(C)C=CC=CC=1>[CH:20]([N:19]([CH3:18])[CH2:23][CH2:24][O:25][C:2]1[C:7]([O:8][CH2:9][CH2:10][OH:11])=[CH:6][CH:5]=[CH:4][N:3]=1)([CH3:22])[CH3:21] |f:2.3|. Procedure details: A solution of 2-chloro-3-[2-(tetrahydro-2H-pyran-2-yloxy]ethoxy]pyridine (from Example 4; 100 mg, 0.39 mmol), 2-(N-methyl-N-isopropylamino)ethanol (68 μl, 0.58 mmol) and 1.0 M potassium tert-butoxide in tert-butanol (0.8 mL, 0.80 mmol) in 4 mL of toluene was heated at 100° C. for 1 day. The organic phase was washed with 3×2 mL of water and 2 mL of brine. The organic phase was shaken at 50° C. with 4 mL of 2.0 M acetic acid for 2 days. The aqueous phase was washed with 3×3 mL of ethyl acetate, ma... The reactants are CCOc1ccccc1C=O, OCC(O)CO. Yields the product CCOc1ccccc1C1OCC(O)CO1. Reaction SMILES: [CH2:1]([CH3:2])[O:3][c:4]1[c:5]([CH:6]=[O:7])[cH:8][cH:9][cH:10][cH:11]1.[OH:12][CH2:13][CH:14]([OH:15])[CH2:16][OH:17]>>[CH2:1]([CH3:2])[O:3][c:4]1[c:5]([CH:6]2[O:7][CH2:16][CH:14]([OH:15])[CH2:13][O:12]2)[cH:8][cH:9][cH:10][cH:11]1. Reactants: Cc1ccccc1, O=C(C=Cc1ccc(Cl)cc1)C1(Sc2ccccc2)CC1. Yields the product O=C(CCc1ccc(Cl)cc1)C1(Sc2ccccc2)CC1. RXN SMILES: [CH3:22][c:23]1[cH:24][cH:25][cH:26][cH:27][cH:28]1.[c:1]1([S:7][C:8]2([C:11](=[O:12])[CH:13]=[CH:14][c:15]3[cH:16][cH:17][c:18]([Cl:21])[cH:19][cH:20]3)[CH2:9][CH2:10]2)[cH:2][cH:3][cH:4][cH:5][cH:6]1>>[c:1]1([S:7][C:8]2([C:11](=[O:12])[CH2:13][CH2:14][c:15]3[cH:16][cH:17][c:18]([Cl:21])[cH:19][cH:20]3)[CH2:9][CH2:10]2)[cH:2][cH:3][cH:4][cH:5][cH:6]1. Starting materials: C(C)[SiH](CC)CC (triethylsilane), S1C2=C(C=C1CC=1C=C(C3=CC=CC=C3C1)C1(O[C@@H]([C@@H]([C@@H]([C@H]1OCC1=CC=CC=C1)OCC1=CC=CC=C1)OCC1=CC=CC=C1)COCC1=CC=CC=C1)O)C=CC=C2 ((3R,4S,5S,6R)-2-[3-(benzo[b]thiophen-2-ylmethyl)naphthalen-1-yl]-3,4,5-trisbenzyloxy-6-benzyloxymethyltetrahydropyran-2-ol), O (water). Run in C(Cl)Cl (methylene chloride). Reaction conditions: time 2 hour. The product is S1C2=C(C=C1CC=1C=C(C3=CC=CC=C3C1)[C@@H]1O[C@@H]([C@@H]([C@@H]([C@@H]1OCC1=CC=CC=C1)OCC1=CC=CC=C1)OCC1=CC=CC=C1)COCC1=CC=CC=C1)C=CC=C2 ((2S,3R,4R,5S,6R)-2-[3-(Benzo[b]thiophen-2-ylmethyl)naphthalen-1-yl]-3,4,5-trisbenzyloxy-6-benzyloxymethyltetrahydropyran). Isolated yield 80.2%. Reaction SMILES: C([SiH](CC)CC)C.[S:8]1[C:12]([CH2:13][C:14]2[CH:15]=[C:16]([C:24]3(O)[C@H:29]([O:30][CH2:31][C:32]4[CH:37]=[CH:36][CH:35]=[CH:34][CH:33]=4)[C@@H:28]([O:38][CH2:39][C:40]4[CH:45]=[CH:44][CH:43]=[CH:42][CH:41]=4)[C@@H:27]([O:46][CH2:47][C:48]4[CH:53]=[CH:52][CH:51]=[CH:50][CH:49]=4)[C@@H:26]([CH2:54][O:55][CH2:56][C:57]4[CH:62]=[CH:61][CH:60]=[CH:59][CH:58]=4)[O:25]3)[C:17]3[C:22]([CH:23]=2)=[CH:21][CH:20]=[CH:19][CH:18]=3)=[CH:11][C:10]2[CH:64]=[CH:65][CH:66]=[CH:67][C:9]1=2.O>C(Cl)Cl>[S:8]1[C:12]([CH2:13][C:14]2[CH:15]=[C:16]([C@H:24]3[C@@H:29]([O:30][CH2:31][C:32]4[CH:33]=[CH:34][CH:35]=[CH:36][CH:37]=4)[C@@H:28]([O:38][CH2:39][C:40]4[CH:45]=[CH:44][CH:43]=[CH:42][CH:41]=4)[C@@H:27]([O:46][CH2:47][C:48]4[CH:49]=[CH:50][CH:51]=[CH:52][CH:53]=4)[C@@H:26]([CH2:54][O:55][CH2:56][C:57]4[CH:62]=[CH:61][CH:60]=[CH:59][CH:58]=4)[O:25]3)[C:17]3[C:22]([CH:23]=2)=[CH:21][CH:20]=[CH:19][CH:18]=3)=[CH:11][C:10]2[CH:64]=[CH:65][CH:66]=[CH:67][C:9]1=2. Procedure details: In a nitrogen stream, triethylsilane (0.34 ml, 2.06 mmol) and a boron trifluoride-diethyl ether complex (0.24 ml, 1.89 mmol) were added dropwise to a solution of (3R,4S,5S,6R)-2-[3-(benzo[b]thiophen-2-ylmethyl)naphthalen-1-yl]-3,4,5-trisbenzyloxy-6-benzyloxymethyltetrahydropyran-2-ol (1.4 g, 1.72 mmol) in methylene chloride (15 ml) at 0° C. The reaction mixture was stirred at room temperature for two hours, and then water was added thereto and extracted with methylene chloride. The organic layer... Starting materials: ( 0.056 ), C(#N)C1=CC=C(C=C1)CCC(C)=O (4-(4-cyanophenyl)-2-butanone), product, C([O-])(O)=O.[K+] (potassium bicarbonate), OO (hydrogen peroxide). The reagents and catalysts are C([O-])([O-])=O.[K+].[K+] (potassium carbonate). The solvent is CO (methanol). Conditions: time 24 hour. Product: C(N)(=O)C1=CC=C(C=C1)CCC(C)=O (4-(4-carbamoylphenyl)-2-butanone). As a reaction SMILES: [C:1]([C:3]1[CH:8]=[CH:7][C:6]([CH2:9][CH2:10][C:11](=[O:13])[CH3:12])=[CH:5][CH:4]=1)#[N:2].C(=O)(O)[O-:15].[K+].OO>CO.C(=O)([O-])[O-].[K+].[K+]>[C:1]([C:3]1[CH:8]=[CH:7][C:6]([CH2:9][CH2:10][C:11](=[O:13])[CH3:12])=[CH:5][CH:4]=1)(=[O:15])[NH2:2] |f:1.2,5.6.7|. Procedure: To a stirred solution of 9.70 g (0.056) mole of 4-(4-cyanophenyl)-2-butanone (the product of step (a)) in 15 ml of methanol, 1.80 g of potassium bicarbonate and 0.20 g of potassium carbonate were added. To the resulting mixture, 10.0 ml (0.088 mole) of 30% hydrogen peroxide was added dropwise over an hour. The reaction mixture was stirred for 24 hours and then chilled. The solid was collected by filtration, was rinsed twice with water and was dried to give 9.67 g of the above-identified product,... The reactants are CC1=CC(=NC=C1OC1=CC(=NC=C1)N1C=NC(=C1)C)[N+](=O)[O-] (4-methyl-5-((2-(4-methyl-1H-imidazol-1-yl)pyridin-4-yl)oxy)-2-nitropyridine). The reagents and catalysts are [Pd] (Pd/C). The solvent is CO (MeOH), C1CCOC1 (THF). Conditions: time 15 minute. Product: CC1=CC(=NC=C1OC1=CC(=NC=C1)N1C=NC(=C1)C)N (4-methyl-5-((2-(4-methyl-1H-imidazol-1-yl)pyridin-4-yl)oxy)pyridin-2-amine). Yield: 77.5%. Reaction SMILES: [CH3:1][C:2]1[C:7]([O:8][C:9]2[CH:14]=[CH:13][N:12]=[C:11]([N:15]3[CH:19]=[C:18]([CH3:20])[N:17]=[CH:16]3)[CH:10]=2)=[CH:6][N:5]=[C:4]([N+:21]([O-])=O)[CH:3]=1>CO.C1COCC1.[Pd]>[CH3:1][C:2]1[C:7]([O:8][C:9]2[CH:14]=[CH:13][N:12]=[C:11]([N:15]3[CH:19]=[C:18]([CH3:20])[N:17]=[CH:16]3)[CH:10]=2)=[CH:6][N:5]=[C:4]([NH2:21])[CH:3]=1. Procedure details: A solution of 4-methyl-5-((2-(4-methyl-1H-imidazol-1-yl)pyridin-4-yl)oxy)-2-nitropyridine (2.5 g, 8.03 mmol) in MeOH (40 mL) and THF (20 mL) was treated with 10% Pd/C (50% w/w water, 0.855 g, 0.8 mmol) and hydrogenated (50 psi) for 24 h. The solids were removed via filtration through diatomaceous earth, washed with MeOH and the filtrate concentrated to dryness. The residue was stirred with 60% EtOAc/Hex for 15 min. The suspension was collected by filtration, washed with 60% EtOAc/Hex, and dried ... The reagents and catalysts are ICy. Reaction conditions: temperature 160 celsius, time 20 hour. Starting materials: Cc2ccc(B1OCC(C)(C)CO1)cc2 (effective_coupling_partner), CCN(CC)C(=O)Oc1ccccc1C (substrate). The product is Cc2ccc(c1ccccc1C)cc2. The reactants are O=C([O-])[O-], C1CCOC1, CCOC(C)=O, [Cs+], [Cs+], O=[N+]([O-])c1cc(F)ccc1F, O, Oc1ccccc1. The product is O=[N+]([O-])c1cc(F)ccc1Oc1ccccc1. Reaction SMILES: [C:1](=[O:2])([O-:3])[O-:4].[CH2:26]1[O:27][CH2:28][CH2:29][CH2:30]1.[CH3:31][CH2:32][O:33][C:34](=[O:35])[CH3:36].[Cs+:5].[Cs+:6].[F:14][c:15]1[c:16]([N+:22](=[O:23])[O-:24])[cH:17][c:18]([F:21])[cH:19][cH:20]1.[OH2:25].[OH:7][c:8]1[cH:9][cH:10][cH:11][cH:12][cH:13]1>>[O:7]([c:8]1[cH:9][cH:10][cH:11][cH:12][cH:13]1)[c:15]1[c:16]([N+:22](=[O:23])[O-:24])[cH:17][c:18]([F:21])[cH:19][cH:20]1. The reactants are IC1=CC=C(C=C1)/C(=C/CO)/C ((E)-3-(4-iodophenyl)-but-2-en-1-ol), C(C)O[C@H](C(=O)OCC)CC1=CC=C(C=C1)O ((S)-ethyl 2-ethoxy-3-(4-hydroxyphenyl)-propionate). Product: C(C)O[C@H](C(=O)OCC)CC1=CC=C(C=C1)OC\C=C(/C)\C1=CC=C(C=C1)I ((E)-(S)-Ethyl 2-Ethoxy-3-{4-[3-(4-Iodophenyl)-but-2-enyloxy]-phenyl}-propionate). Isolated yield 80.5%. Reaction SMILES: [I:1][C:2]1[CH:7]=[CH:6][C:5](/[C:8](/[CH3:12])=[CH:9]/[CH2:10][OH:11])=[CH:4][CH:3]=1.[CH2:13]([O:15][C@@H:16]([CH2:22][C:23]1[CH:28]=[CH:27][C:26](O)=[CH:25][CH:24]=1)[C:17]([O:19][CH2:20][CH3:21])=[O:18])[CH3:14]>>[CH2:13]([O:15][C@@H:16]([CH2:22][C:23]1[CH:24]=[CH:25][C:26]([O:11][CH2:10]/[CH:9]=[C:8](/[C:5]2[CH:4]=[CH:3][C:2]([I:1])=[CH:7][CH:6]=2)\[CH3:12])=[CH:27][CH:28]=1)[C:17]([O:19][CH2:20][CH3:21])=[O:18])[CH3:14]. Procedure details: The title compound (398 mg, 80%) was prepared as a colourless gum, from (E)-3-(4-iodophenyl)-but-2-en-1-ol (example 107a) (275 mg, 1.0 mmol) and (S)-ethyl 2-ethoxy-3-(4-hydroxyphenyl)-propionate (256 mg, 1.07 mmol) by a procedure analogous to that described in example 52c. Reactants: NC1=C(C(=C(S1)C(=O)OC)C)C=1SC=C(N1)C (methyl 5-amino-3-methyl-4-(4-methylthiazol-2-yl)thiophene-2-carboxylate), C12C3=C(C(CC1)CC2)C(=O)OC3=O (bicyclo[2.2.2]oct-2-ene-2,3-dicarboxylic anhydride). The reagents and catalysts are CN(C)C=1C=CN=CC1 (DMAP). The solvent is CC#N (CH3CN). Conditions: time 3 hour. Product: COC(=O)C=1SC(=C(C1C)C=1SC=C(N1)C)NC(=O)C=1C2CCC(C1C(=O)O)CC2 (5-[(3-Carboxy-bicyclo[2.2.2]oct-2-ene-2-carbonyl)-amino]-3-methyl-4-(4-methyl-thiazol-2-yl)-thiophene-2-carboxylic acid methyl ester). As a reaction SMILES: [NH2:1][C:2]1[S:6][C:5]([C:7]([O:9][CH3:10])=[O:8])=[C:4]([CH3:11])[C:3]=1[C:12]1[S:13][CH:14]=[C:15]([CH3:17])[N:16]=1.[CH:18]12[CH2:25][CH2:24][CH:21]([CH2:22][CH2:23]1)[C:20]1[C:26]([O:28][C:29](=[O:30])[C:19]2=1)=[O:27]>CC#N.CN(C1C=CN=CC=1)C>[CH3:10][O:9][C:7]([C:5]1[S:6][C:2]([NH:1][C:29]([C:19]2[CH:18]3[CH2:25][CH2:24][CH:21]([C:20]=2[C:26]([OH:28])=[O:27])[CH2:22][CH2:23]3)=[O:30])=[C:3]([C:12]2[S:13][CH:14]=[C:15]([CH3:17])[N:16]=2)[C:4]=1[CH3:11])=[O:8]. Procedure: To the solution of methyl 5-amino-3-methyl-4-(4-methylthiazol-2-yl)thiophene-2-carboxylate (61 mg, 227 μmol, Int1.2) in CH3CN (7 mL) were added DMAP (55.5 mg, 455 μmol) and bicyclo[2.2.2]oct-2-ene-2,3-dicarboxylic anhydride (40.5 mg, 227 μmol, CAS RN 151813-29-5). After stirring at RT for 3 h, the reaction mixture was stirred at 65° C. overnight. The reaction mixture was extracted with EtOAc and 1M aqueous HCl, the organic layer was dried over Na2SO4, filtered and evaporated. The compound was pu...